This data is from the Open Reaction Database (ORD), a public repository of structured organic reaction records. The task is: describe an organic reaction: reactants, conditions, products, and yield Starting materials: B, COc1cc2nccc(Oc3ccc(NC(=O)COc4ccccc4OC)cc3)c2cc1OC, Cl, [Na+], C1CCOC1, C1CCOC1, [OH-]. Product: COc1cc2nccc(Oc3ccc(NCCOc4ccccc4OC)cc3)c2cc1OC. As a reaction SMILES: [BH3:40].[CH3:1][O:2][c:3]1[cH:4][c:5]2[c:6]([O:15][c:16]3[cH:17][cH:18][c:19]([NH:22][C:23]([CH2:24][O:25][c:26]4[c:27]([O:32][CH3:33])[cH:28][cH:29][cH:30][cH:31]4)=[O:34])[cH:20][cH:21]3)[cH:7][cH:8][n:9][c:10]2[cH:11][c:12]1[O:13][CH3:14].[ClH:41].[Na+:43].[O:35]1[CH2:36][CH2:37][CH2:38][CH2:39]1.[O:44]1[CH2:45][CH2:46][CH2:47][CH2:48]1.[OH-:42]>>[CH3:1][O:2][c:3]1[cH:4][c:5]2[c:6]([O:15][c:16]3[cH:17][cH:18][c:19]([NH:22][CH2:23][CH2:24][O:25][c:26]4[c:27]([O:32][CH3:33])[cH:28][cH:29][cH:30][cH:31]4)[cH:20][cH:21]3)[cH:7][cH:8][n:9][c:10]2[cH:11][c:12]1[O:13][CH3:14]. The reactants are C(CCCC)(=O)Cl (Valeroyl chloride), NC1=NC=C(C=N1)[N+](=O)[O-] (2-amino-5-nitropyrimidine). The solvent is N1=CC=CC=C1 (pyridine). Product: C(CCCC)(=O)NC1=NC=C(C=N1)[N+](=O)[O-] (2-(N-pentanoyl)amino-5-nitropyrimidine). The yield is 82.2%. Reaction SMILES: [C:1](Cl)(=[O:6])[CH2:2][CH2:3][CH2:4][CH3:5].[NH2:8][C:9]1[N:14]=[CH:13][C:12]([N+:15]([O-:17])=[O:16])=[CH:11][N:10]=1>N1C=CC=CC=1>[C:1]([NH:8][C:9]1[N:14]=[CH:13][C:12]([N+:15]([O-:17])=[O:16])=[CH:11][N:10]=1)(=[O:6])[CH2:2][CH2:3][CH2:4][CH3:5]. Procedure details: Valeroyl chloride (861 mg, 7.14 mmol) was added dropwise to a stirred suspension of 2-amino-5-nitropyrimidine (500 mg, 3.57 mmol) in pyridine (10 ml) and the reaction was heated at reflux for 4 hours under an inert atmosphere. The solvent was removed in vacuo and the residue stirred in 2N hydrochloric acid (100 ml) and extracted with ethyl acetate. Solvent evaporation in vacuo yielded 2-(N-pentanoyl)amino-5-nitropyrimidine (658 mg, 82% yield) as a brown solid: The reactants are [H-].[Al+3].[Li+].[H-].[H-].[H-] (lithium aluminum hydride), CCOCC (ether), C1(=CC=CC=C1)CCN(C(C)=O)C1=CC=NC2=CC=CC=C12 (N-(2-phenylethyl)-N-(4-quinolinyl)acetamide), CCOCC (ether). The product is C(C)C1=NC2=CC=CC=C2C(=C1)NCCC1=CC=CC=C1 (Ethyl-N-(2-phenylethyl)-4-quinolinamine). Yield: 36.7%. RXN SMILES: [H-].[Al+3].[Li+].[H-].[H-].[H-].[C:7]1([CH2:13][CH2:14][N:15]([C:19]2[C:28]3[C:23](=[CH:24][CH:25]=[CH:26][CH:27]=3)[N:22]=[CH:21][CH:20]=2)C(=O)C)[CH:12]=[CH:11][CH:10]=[CH:9][CH:8]=1.[CH3:29][CH2:30]OCC>>[CH2:29]([C:21]1[CH:20]=[C:19]([NH:15][CH2:14][CH2:13][C:7]2[CH:8]=[CH:9][CH:10]=[CH:11][CH:12]=2)[C:28]2[C:23](=[CH:24][CH:25]=[CH:26][CH:27]=2)[N:22]=1)[CH3:30] |f:0.1.2.3.4.5|. Procedure details: To a suspension of 0.59 g of lithium aluminum hydride in 100 mL of dry ether was added, dropwise, a solution of 2.3 g of N-(2-phenylethyl)-N-(4-quinolinyl)acetamide dissolved in 50 mL of dry ether. The mixture was heated to reflux for seven hours. Excess lithium aluminum hydride was then destroyed by adding 100 mL of water to the mixture. The solvent was then removed, and the residue was dissolved in chloroform. After washing with water, the mixture was then dried and concentrated. Using HPLC (s... Starting materials: O1C(OCC1)C=1OC=CC1C=O (2-(1,3-Dioxolan-2-yl)-3-furaldehyde), CCOC(=O)C (EtOAc), C(=O)O (formic acid), C(=O)(O)[O-].[Na+] (NaHCO3). The solvent is O (water), O (water). Run at time 18 hour. Yields the product O1C(=C(C=C1)C=O)C=O (furan-2,3-dicarbaldehyde). Isolated yield 114.1%. As a reaction SMILES: [O:1]1CCO[CH:2]1[C:6]1[O:7][CH:8]=[CH:9][C:10]=1[CH:11]=[O:12].C(O)=O.C([O-])(O)=O.[Na+].CCOC(C)=O>O>[O:7]1[CH:8]=[CH:9][C:10]([CH:11]=[O:12])=[C:6]1[CH:2]=[O:1] |f:2.3|. Procedure details: 2-(3-Bromo-2-furyl)-1,3-dioxolane (438 mg, 2.0 mmol) is dissolved in Et2O (5 mL) in a dry flask under nitrogen, cooled to −78° C., treated dropwise with tert-butyllithium (2.59 mL, 4.4 mmol) and stirred for 1 h. DMF (178 μL, 2.3 mmol) in Et2O (2 mL) is added dropwise, the mixture stirred for 4 h at −78° C., then treated with oxalic acid dihydrate (504 mg, 4.0 mmol) followed by water (2 mL). The cooling bath is removed and the mixture allowed to warm to RT over 1 h. The mixture is diluted with wa... Procedure details: 4,7-Dichloroquinoline and 2-amino-4-chloro benzoic acid are refluxed in dilute hydrochloric acid for 1 hour to give 4-chloro-2-(7-chloro-4-quinolylamino)benzoic acid. The solvent is Cl (hydrochloric acid). The product is ClC1=CC(=C(C(=O)O)C=C1)NC1=CC=NC2=CC(=CC=C12)Cl (4-chloro-2-(7-chloro-4-quinolylamino)benzoic acid). Reactants: ClC1=CC=NC2=CC(=CC=C12)Cl (4,7-Dichloroquinoline), NC1=C(C(=O)O)C=CC(=C1)Cl (2-amino-4-chloro benzoic acid). RXN SMILES: Cl[C:2]1[C:11]2[C:6](=[CH:7][C:8]([Cl:12])=[CH:9][CH:10]=2)[N:5]=[CH:4][CH:3]=1.[NH2:13][C:14]1[CH:22]=[C:21]([Cl:23])[CH:20]=[CH:19][C:15]=1[C:16]([OH:18])=[O:17]>Cl>[Cl:23][C:21]1[CH:20]=[CH:19][C:15]([C:16]([OH:18])=[O:17])=[C:14]([NH:13][C:2]2[C:11]3[C:6](=[CH:7][C:8]([Cl:12])=[CH:9][CH:10]=3)[N:5]=[CH:4][CH:3]=2)[CH:22]=1. Starting materials: C(OC(C(Cl)(Cl)Cl)C1C(C1C(=O)OC)(C)C)([O-])=O.[Na+] (sodium 2,2,2-trichloro-1-(2,2-dimethyl-3-methoxycarbonylcyclopropyl)ethyl carbonate), C(OC(C(Cl)(Cl)Cl)C1C(C1C(=O)OC)(C)C)([O-])=O.[Na+] (sodium 2,2,2-trichloro-1-(2,2-dimethyl-3-methoxycarbonylcyclopropyl)ethyl carbonate), P(Cl)(Cl)Cl (phosphorus trichloride). Reaction conditions: temperature 40 celsius, time 45 minute. Product: P(OC(C(Cl)(Cl)Cl)C1C(C1C(=O)OC)(C)C)(Cl)Cl (2,2,2-trichloro-1-(2,2-dimethyl-3-methoxycarbonylcyclopropyl)ethyl dichlorophosphite). Reaction SMILES: C(=O)([O-])[O:2][CH:3]([CH:8]1[CH:10]([C:11]([O:13][CH3:14])=[O:12])[C:9]1([CH3:16])[CH3:15])[C:4]([Cl:7])([Cl:6])[Cl:5].[Na+].[P:20](Cl)([Cl:22])[Cl:21]>>[P:20]([Cl:22])([Cl:21])[O:2][CH:3]([CH:8]1[CH:10]([C:11]([O:13][CH3:14])=[O:12])[C:9]1([CH3:16])[CH3:15])[C:4]([Cl:7])([Cl:6])[Cl:5] |f:0.1|. Reported procedure: A 10-ml flask was charged with sodium 2,2,2-trichloro-1-(2,2-dimethyl-3-methoxycarbonylcyclopropyl)ethyl carbonate (compound 4, 0.73 mmol) and phosphorus trichloride (0.80 mmol) and stirred at 40° C. for 45 min. Then, the excess of phosphorus trichloride was removed at sub-atmospheric pressure. The conversion of compound 4 was at least 92%, with a selectivity to the title compound of at least 79%. Reactants: CC(=O)O, CCOC(=O)c1cn(C2CC2)c2cc(F)c(F)cc2c1=O, O, O=S(=O)(O)O. The product is O=C(O)c1cn(C2CC2)c2cc(F)c(F)cc2c1=O. Reaction SMILES: [CH3:28][C:29](=[O:30])[OH:31].[CH:1]1([n:4]2[cH:5][c:6]([C:17](=[O:18])[O:19][CH2:20][CH3:21])[c:7](=[O:16])[c:8]3[cH:9][c:10]([F:15])[c:11]([F:14])[cH:12][c:13]23)[CH2:2][CH2:3]1.[OH2:22].[S:23](=[O:24])(=[O:25])([OH:26])[OH:27]>>[CH:1]1([n:4]2[cH:5][c:6]([C:17](=[O:18])[OH:19])[c:7](=[O:16])[c:8]3[cH:9][c:10]([F:15])[c:11]([F:14])[cH:12][c:13]23)[CH2:2][CH2:3]1. Starting materials: OCCO, Cc1ccccc1, O=Cc1cccc(F)c1. The product is Fc1cccc(C2OCCO2)c1. As a reaction SMILES: [CH2:10]([CH2:11][OH:12])[OH:13].[CH3:14][c:15]1[cH:16][cH:17][cH:18][cH:19][cH:20]1.[F:1][c:2]1[cH:3][c:4]([CH:5]=[O:6])[cH:7][cH:8][cH:9]1>>[F:1][c:2]1[cH:3][c:4]([CH:5]2[O:6][CH2:10][CH2:11][O:12]2)[cH:7][cH:8][cH:9]1. Starting materials: CC(C(=O)O)(C)C (2,2-dimethylpropionic acid), BrC=1C=C(C(=CC1)N)NC (4-bromo-N2-methylbenzene-1,2-diamine), O=P(Cl)(Cl)Cl (POCl3). The product is BrC=1C=CC2=C(N(C(=N2)C(C)(C)C)C)C1 (6-Bromo-2-tert-butyl-1-methyl-1H-benzimidazole). The yield is 37.6%. As a reaction SMILES: [CH3:1][C:2]([CH3:7])([CH3:6])[C:3](O)=O.[Br:8][C:9]1[CH:10]=[C:11]([NH:16][CH3:17])[C:12]([NH2:15])=[CH:13][CH:14]=1.O=P(Cl)(Cl)Cl>>[Br:8][C:9]1[CH:14]=[CH:13][C:12]2[N:15]=[C:3]([C:2]([CH3:7])([CH3:6])[CH3:1])[N:16]([CH3:17])[C:11]=2[CH:10]=1. Procedure: To a stirred solution of 2,2-dimethylpropionic acid (304 mg) and 4-bromo-N2-methylbenzene-1,2-diamine (400 mg) was added POCl3 (5 ml), and the mixture was heated at reflux for 4 h. The mixture was then cooled to room temperature, and poured into ice-cold saturated NaHCO3 solution. The mixture was extracted with EtOAc, and the organic layer was washed with brine, dried over Na2SO4 and concentrated in vacuo. The residue was purified by silica gel column chromatography (hexane/EtOAc) to give the ti...